This data is from the Open Reaction Database (ORD), a public repository of structured organic reaction records. The task is: describe an organic reaction: reactants, conditions, products, and yield Reactants: C1CCCCC1, [Li]C(C)CC, Cc1ccc(C2=NC(C)(C(C)C)C(=S)N2)cc1, [Cl-], ClC(Cl)(Cl)C(Cl)(Cl)Cl, [Na+], C1CCOC1, O, O=S(=O)(O)O. The product is Cc1ccc(C2=NC(C)(C(C)C)C(=S)N2)cc1Cl. As a reaction SMILES: [CH2:43]1[CH2:44][CH2:45][CH2:46][CH2:47][CH2:48]1.[CH:18]([Li:19])([CH2:20][CH3:21])[CH3:22].[CH:1]([CH3:2])([CH3:3])[C:4]1([CH3:17])[N:5]=[C:6]([c:10]2[cH:11][cH:12][c:13]([CH3:16])[cH:14][cH:15]2)[NH:7][C:8]1=[S:9].[Cl-:32].[Cl:23][C:24]([C:25]([Cl:26])([Cl:27])[Cl:28])([Cl:29])[Cl:30].[Na+:31].[O:38]1[CH2:39][CH2:40][CH2:41][CH2:42]1.[OH2:49].[S:33](=[O:34])(=[O:35])([OH:36])[OH:37]>>[CH:1]([CH3:2])([CH3:3])[C:4]1([CH3:17])[N:5]=[C:6]([c:10]2[cH:11][c:12]([Cl:23])[c:13]([CH3:16])[cH:14][cH:15]2)[NH:7][C:8]1=[S:9]. Reactants: CN(C)C=O, CCOC(C)=O, CC(C)C=O, O=CCCc1ccccc1, O=C(O)C1CCCN1. Product: CC(C)C(O)C(C=O)Cc1ccccc1. Reaction SMILES: [CH3:24][N:25]([CH3:26])[CH:27]=[O:28].[CH3:29][CH2:30][O:31][C:32](=[O:33])[CH3:34].[CH:11]([CH:12]([CH3:13])[CH3:14])=[O:15].[CH:1]([CH2:2][CH2:3][c:4]1[cH:5][cH:6][cH:7][cH:8][cH:9]1)=[O:10].[OH:16][C:17]([CH:18]1[NH:19][CH2:20][CH2:21][CH2:22]1)=[O:23]>>[CH:1]([CH:2]([CH2:3][c:4]1[cH:5][cH:6][cH:7][cH:8][cH:9]1)[CH:11]([CH:12]([CH3:13])[CH3:14])[OH:15])=[O:10]. Procedure details: HCl (g) was introduced into a solution of {3-[3-(4-Amino-7-cyclopentyl-7H-pyrrolo[2,3-d]pyrimidine-5-carbonyl)-phenyl]-prop-2-ynyl}-carbamic acid tert-butyl ester (421 mg, 0.92 mmol) in MeOH (50 mL). After 5 min the reaction was concentrated to afford the title compound as a brown solid (376 mg, 100%). MS: 360.2 (MH+); HPLC Rf: 4.05 min. (HPLC method 4). Yield: 113.7%. Product: NC=1C2=C(N=CN1)N(C=C2C(=O)C2=CC(=CC=C2)C#CCN)C2CCCC2 ((4-Amino-7-cyclopentyl-7H-pyrrolo[2,3-d]pyrimidin-5-yl)-[3-(3-amino-prop-1-ynyl)-phenyl]-methanone). As a reaction SMILES: Cl.C(OC(=O)[NH:8][CH2:9][C:10]#[C:11][C:12]1[CH:17]=[CH:16][CH:15]=[C:14]([C:18]([C:20]2[C:28]3[C:27]([NH2:29])=[N:26][CH:25]=[N:24][C:23]=3[N:22]([CH:30]3[CH2:34][CH2:33][CH2:32][CH2:31]3)[CH:21]=2)=[O:19])[CH:13]=1)(C)(C)C>CO>[NH2:29][C:27]1[C:28]2[C:20]([C:18]([C:14]3[CH:15]=[CH:16][CH:17]=[C:12]([C:11]#[C:10][CH2:9][NH2:8])[CH:13]=3)=[O:19])=[CH:21][N:22]([CH:30]3[CH2:31][CH2:32][CH2:33][CH2:34]3)[C:23]=2[N:24]=[CH:25][N:26]=1. Run in CO (MeOH). Starting materials: Cl (HCl), C(C)(C)(C)OC(NCC#CC1=CC(=CC=C1)C(=O)C1=CN(C=2N=CN=C(C21)N)C2CCCC2)=O ({3-[3-(4-Amino-7-cyclopentyl-7H-pyrrolo[2,3-d]pyrimidine-5-carbonyl)-phenyl]-prop-2-ynyl}-carbamic acid tert-butyl ester). Starting materials: C#Cc1ccc2cc(O)ccc2c1, C1CCOC1, CC(C)(C)OC(=O)N=NC(=O)OC(C)(C)C, OCCCN1CCOCC1, c1ccc(P(c2ccccc2)c2ccccc2)cc1. Product: C#Cc1ccc2cc(OCCCN3CCOCC3)ccc2c1. Reaction SMILES: [C:1](#[CH:2])[c:3]1[cH:4][c:5]2[cH:6][cH:7][c:8]([OH:13])[cH:9][c:10]2[cH:11][cH:12]1.[CH2:59]1[O:60][CH2:61][CH2:62][CH2:63]1.[N:43]([C:44]([O:45][C:46]([CH3:47])([CH3:48])[CH3:49])=[O:50])=[N:51][C:52]([O:53][C:54]([CH3:55])([CH3:56])[CH3:57])=[O:58].[O:14]1[CH2:15][CH2:16][N:17]([CH2:20][CH2:21][CH2:22][OH:23])[CH2:18][CH2:19]1.[c:24]1([P:25]([c:26]2[cH:27][cH:28][cH:29][cH:30][cH:31]2)[c:32]2[cH:33][cH:34][cH:35][cH:36][cH:37]2)[cH:38][cH:39][cH:40][cH:41][cH:42]1>>[C:1](#[CH:2])[c:3]1[cH:4][c:5]2[cH:6][cH:7][c:8]([O:13][CH2:22][CH2:21][CH2:20][N:17]3[CH2:16][CH2:15][O:14][CH2:19][CH2:18]3)[cH:9][c:10]2[cH:11][cH:12]1. Starting materials: Cl (HCl), N1(CCC2=CC=CC=C12)C=1C=C(C=CC1)CNC(CC1=CC=CC=C1)=O (3-(1-indolinyl)-N-phenylacetyl benzenemethanamine), ice-salt, [H-].[H-].[H-].[H-].[Li+].[Al+3] (LiAlH4). Run in C1CCOC1 (THF), C1CCOC1 (THF). Conditions: time 2 hour. Yields the product Cl.N1(CCC2=CC=CC=C12)C=1C=C(C=CC1)CNCCC1=CC=CC=C1 (3-(1-indolinyl)-N-(2-phenylethyl)benzenemethanamine hydrochloride). The yield is 17.4%. As a reaction SMILES: [N:1]1([C:10]2[CH:11]=[C:12]([CH2:16][NH:17][C:18](=O)[CH2:19][C:20]3[CH:25]=[CH:24][CH:23]=[CH:22][CH:21]=3)[CH:13]=[CH:14][CH:15]=2)[C:9]2[C:4](=[CH:5][CH:6]=[CH:7][CH:8]=2)[CH2:3][CH2:2]1.[H-].[H-].[H-].[H-].[Li+].[Al+3].[ClH:33]>C1COCC1>[ClH:33].[N:1]1([C:10]2[CH:11]=[C:12]([CH2:16][NH:17][CH2:18][CH2:19][C:20]3[CH:25]=[CH:24][CH:23]=[CH:22][CH:21]=3)[CH:13]=[CH:14][CH:15]=2)[C:9]2[C:4](=[CH:5][CH:6]=[CH:7][CH:8]=2)[CH2:3][CH2:2]1 |f:1.2.3.4.5.6,9.10|. Procedure details: A solution of 15.53 g (45.35 mmole) of 3-(1-indolinyl)-N-phenylacetylbenzenemethanamine of Example 12 in 65 ml distilled THF was added dropwise over 30 minutes to an ice-salt cooled, rapidly stirred slurry of 10.44 g (275.1 mmole, 6.07 equivalents) LiAlH4 in 275 ml distilled THF under nitrogen. After warming to room temperature and stirring for 2 hours, the reaction mixture was heated under reflux for 19 hours and then quenched at 0° C. with 20 ml ice water-THF (1:1), 10 ml 10% NaOH, and 30 ml w... Reactants: O=C([O-])[O-], Cc1ccccc1, Cl, [Cs+], [Cs+], FC(F)(F)c1cc(Br)cc(C(F)(F)F)c1, CC(=O)[O-], CC(=O)[O-], OC1CCNC1, [Pd+2], c1ccc(P(c2ccccc2)c2ccc3ccccc3c2-c2c(P(c3ccccc3)c3ccccc3)ccc3ccccc23)cc1. Product: OC1CCN(c2cc(C(F)(F)F)cc(C(F)(F)F)c2)C1. Reaction SMILES: [C:69](=[O:70])([O-:71])[O-:72].[CH3:75][c:76]1[cH:77][cH:78][cH:79][cH:80][cH:81]1.[ClH:16].[Cs+:73].[Cs+:74].[F:1][C:2]([c:3]1[cH:4][c:5]([Br:13])[cH:6][c:7]([C:9]([F:10])([F:11])[F:12])[cH:8]1)([F:14])[F:15].[O-:83][C:84]([CH3:85])=[O:86].[O-:87][C:88]([CH3:89])=[O:90].[OH:17][CH:18]1[CH2:19][NH:20][CH2:21][CH2:22]1.[Pd+2:82].[c:23]1([P:24]([c:25]2[cH:26][cH:27][cH:28][cH:29][cH:30]2)[c:31]2[cH:32][cH:33][c:34]3[c:35]([cH:36][cH:37][cH:38][cH:39]3)[c:40]2-[c:41]2[c:42]3[c:43]([cH:44][cH:45][cH:46][cH:47]3)[cH:48][cH:49][c:50]2[P:51]([c:52]2[cH:53][cH:54][cH:55][cH:56][cH:57]2)[c:58]2[cH:59][cH:60][cH:61][cH:62][cH:63]2)[cH:64][cH:65][cH:66][cH:67][cH:68]1>>[F:1][C:2]([c:3]1[cH:4][c:5]([N:20]2[CH2:19][CH:18]([OH:17])[CH2:22][CH2:21]2)[cH:6][c:7]([C:9]([F:10])([F:11])[F:12])[cH:8]1)([F:14])[F:15]. Reactants: FC1=CC=C(CN2N=C(C3=C(C2=O)C(=C2N3CCN(C2=O)C)OC)C(C)O)C=C1 (2-(4-fluorobenzyl)-10-methoxy-4-(1-hydroxyethyl)-8-methyl-7,8-dihydropyrazino[1′,2′:1,5]pyrrolo[2,3-d]pyridazine-1,9(2H,6H)-dione), S(=O)(Cl)Cl (thionyl chloride). The product is FC1=CC=C(CN2N=C(C3=C(C2=O)C(=C2N3CCN(C2=O)C)OC)C(C)Cl)C=C1 (2-(4-Fluorobenzyl)-10-methoxy-4-(1-chloroethyl)-8-methyl-7,8-dihydropyrazino[1′,2′:1,5]pyrrolo[2,3-d]pyridazine-1,9(2H,6H)-dione). As a reaction SMILES: [F:1][C:2]1[CH:29]=[CH:28][C:5]([CH2:6][N:7]2[C:12](=[O:13])[C:11]3[C:14]([O:23][CH3:24])=[C:15]4[C:20](=[O:21])[N:19]([CH3:22])[CH2:18][CH2:17][N:16]4[C:10]=3[C:9]([CH:25](O)[CH3:26])=[N:8]2)=[CH:4][CH:3]=1.S(Cl)([Cl:32])=O>>[F:1][C:2]1[CH:29]=[CH:28][C:5]([CH2:6][N:7]2[C:12](=[O:13])[C:11]3[C:14]([O:23][CH3:24])=[C:15]4[C:20](=[O:21])[N:19]([CH3:22])[CH2:18][CH2:17][N:16]4[C:10]=3[C:9]([CH:25]([Cl:32])[CH3:26])=[N:8]2)=[CH:4][CH:3]=1. Reported procedure: A solution of 2-(4-fluorobenzyl)-10-methoxy-4-(1-hydroxyethyl)-8-methyl-7,8-dihydropyrazino[1′,2′:1,5]pyrrolo[2,3-d]pyridazine-1,9(2H,6H)-dione (0.12 g, 0.30 mmol) in thionyl chloride (3.3 mL) was stirred at room temperature for 3 hours. The reaction mixture was concentrated under vacuum. The residue was concentrated from a solution in benzene under vacuum and triturated with diethyl ether. The solid precipitated was filtered and vacuum dried to provide the title compound.